From a dataset of the Open Reaction Database (ORD), a public repository of structured organic reaction records. describe an organic reaction: reactants, conditions, products, and yield The reactants are O=C([O-])[O-], CN(C)C=O, Cc1ccnc(F)c1, [K+], [K+], O=[N+]([O-])c1c[nH]cn1, O. Yields the product Cc1ccnc(-n2cnc([N+](=O)[O-])c2)c1. RXN SMILES: [C:17](=[O:18])([O-:19])[O-:20].[CH3:24][N:25]([CH3:26])[CH:27]=[O:28].[F:1][c:2]1[n:3][cH:4][cH:5][c:6]([CH3:8])[cH:7]1.[K+:21].[K+:22].[N+:9](=[O:10])([O-:11])[c:12]1[n:13][cH:14][nH:15][cH:16]1.[OH2:23]>>[c:2]1(-[n:15]2[cH:14][n:13][c:12]([N+:9](=[O:10])[O-:11])[cH:16]2)[n:3][cH:4][cH:5][c:6]([CH3:8])[cH:7]1. Starting materials: O=C1N(C(C(N1)(C1=CC(=CC=C1)C(F)(F)F)COCC=C)=O)C1=CC(=C(C#N)C=C1)C(F)(F)F (4-[2,5-dioxo-4-[(2-propenyloxy)methyl]-4-(3-trifluoromethylphenyl)imidazolidin-1-yl]-2-trifluoromethylbenzonitrile), C([O-])([O-])=O.[K+].[K+] (potassium carbonate), CI (methyliodide). Solvent: CN(C)C=O (DMF). Run at time 5 hour. Yields the product O=C1N(C(C(N1C)(C1=CC(=CC=C1)C(F)(F)F)COCC=C)=O)C1=CC(=C(C#N)C=C1)C(F)(F)F (4-[2,5-Dioxo-3-methyl-4-[(2-propenyloxy)methyl]-4-(3-trifluoromethylphenyl)imidazolidin-1-yl]-2-trifluoromethylbenzonitrile). RXN SMILES: [O:1]=[C:2]1[NH:6][C:5]([CH2:17][O:18][CH2:19][CH:20]=[CH2:21])([C:7]2[CH:12]=[CH:11][CH:10]=[C:9]([C:13]([F:16])([F:15])[F:14])[CH:8]=2)[C:4](=[O:22])[N:3]1[C:23]1[CH:30]=[CH:29][C:26]([C:27]#[N:28])=[C:25]([C:31]([F:34])([F:33])[F:32])[CH:24]=1.[C:35](=O)([O-])[O-].[K+].[K+].CI>CN(C=O)C>[O:1]=[C:2]1[N:6]([CH3:35])[C:5]([CH2:17][O:18][CH2:19][CH:20]=[CH2:21])([C:7]2[CH:12]=[CH:11][CH:10]=[C:9]([C:13]([F:15])([F:16])[F:14])[CH:8]=2)[C:4](=[O:22])[N:3]1[C:23]1[CH:30]=[CH:29][C:26]([C:27]#[N:28])=[C:25]([C:31]([F:34])([F:32])[F:33])[CH:24]=1 |f:1.2.3|. Reported procedure: To a solution of 814 mg of 4-[2,5-dioxo-4-[(2-propenyloxy)methyl]-4-(3-trifluoromethylphenyl)imidazolidin-1-yl]-2-trifluoromethylbenzonitrile in DMF (1.5 mL) is added potassium carbonate (279 mg) and methyliodide (420 μL). The mixture is stirred 5 hours at room temperature, evaporated, washed with brine, extracted with ethyl acetate, dried over magnesium sulfate and concentrated to give the desired compound. Starting materials: N1C=CC2=CC=CC=C12 (indole), C(=O)(OC(C)(C)C)N1C2=CC=C(C=C2C=2C=C3C(=C(C12)O)N(C=1C=CC(=CC13)Cl)C(=O)OC(C)(C)C)Cl (5,7-diBOC-2,10-dichloro-6-hydroxyindolo[2,3-b]carbazole), O[C@@H]1CN(CC1)C(=O)OC(C)(C)C ((S)-tert-butyl 3-hydroxypyrrolidine-1-carboxylate). Yields the product ClC=1C=C2C=3C=C4C(=C(C3NC2=CC1)O[C@@H]1CNCC1)NC=1C=CC(=CC14)Cl ((S)-2,10-dichloro-6-(pyrrolidin-3-yloxy)-5,7-dihydroindolo[2,3-b]carbazole). As a reaction SMILES: [NH:1]1[C:9]2[C:4](=CC=CC=2)[CH:3]=[CH:2]1.C([N:17]1[C:29]2[C:28]([OH:30])=[C:27]3[N:31](C(OC(C)(C)C)=O)[C:32]4[CH:33]=[CH:34][C:35]([Cl:38])=[CH:36][C:37]=4[C:26]3=[CH:25][C:24]=2[C:23]2[C:18]1=[CH:19][CH:20]=[C:21]([Cl:46])[CH:22]=2)(OC(C)(C)C)=O.O[C@H]1CCN(C(OC(C)(C)C)=O)C1>>[Cl:38][C:35]1[CH:36]=[C:37]2[C:32](=[CH:33][CH:34]=1)[NH:31][C:27]1[C:28]([O:30][C@H:3]3[CH2:4][CH2:9][NH:1][CH2:2]3)=[C:29]3[NH:17][C:18]4[CH:19]=[CH:20][C:21]([Cl:46])=[CH:22][C:23]=4[C:24]3=[CH:25][C:26]2=1. Procedure: The title compound was prepared in a manner analogous to Example 28 except the starting indole is 5,7-diBOC-2,10-dichloro-6-hydroxyindolo[2,3-b]carbazole and the reagent is (S)-tert-butyl 3-hydroxypyrrolidine-1-carboxylate. 1H-NMR (400 MHz, CDCl3) δ ppm 9.27 (br s, 2 H), 8.35 (s, 1 H), 8.07 (s, 2 H), 7.38-7.30 (m, 4 H), 5.09 (t, J=4.0 Hz, 1 H), 3.55-3.46 (m, 2 H), 3.29 (d, J=12.0 Hz, 1 H), 3.15 (td, J=10.0, 4.8 Hz, 1 H), 2.83 (dd, J=11.6, 3.6 Hz, 1 H), 2.38-2.28 (m, 1 H), 2.21-2.10 (m, 1 H); MS ... The reactants are [Ni] (nickel), C1(=CC=CC=C1)C (toluene), C(C)(=O)[O-] (acetate). Yields the product [Ni].C(C)C(C(=O)O)CCCC (2-ethyl hexanoic acid nickel). RXN SMILES: [Ni:1].[C:2]1([CH3:8])[CH:7]=[CH:6][CH:5]=[CH:4][CH:3]=1.[C:9]([O-:12])(=[O:11])C>>[Ni:1].[CH2:2]([CH:7]([CH2:6][CH2:5][CH2:4][CH3:3])[C:9]([OH:12])=[O:11])[CH3:8] |f:3.4|. Reported procedure: The concentration of nickel in the acetate solution is practically 1 ppm or more, preferably, 10 ppm or higher. In case of using a nonpolar solvent such as toluene for obtaining a solution of 2-ethyl hexanoic acid nickel, the oxide 13 is unnecessary and the solution can be directly formed on the amorphous silicon Film. Starting materials: O (water), SC1=C(C#N)C=CC(=C1)C=1C(=NNC1)C(F)(F)F (2-mercapto-4-(3-trifluoromethylpyrazolyl)benzonitrile), C1(CCC1)CBr (cyclobutylmethyl bromide), C([O-])([O-])=O.[K+].[K+] (potassium carbonate). Run in CN(C=O)C (N,N-dimethylformamide). Yields the product C1(CCC1)CSC1=C(C#N)C=CC(=C1)C=1C(=NNC1)C(F)(F)F (2-cyclobutylmethylthio-4-(3-trifluoromethylpyrazolyl)benzonitrile). The yield is 21.6%. Reaction SMILES: [SH:1][C:2]1[CH:9]=[C:8]([C:10]2[C:11]([C:15]([F:18])([F:17])[F:16])=[N:12][NH:13][CH:14]=2)[CH:7]=[CH:6][C:3]=1[C:4]#[N:5].[CH:19]1([CH2:23]Br)[CH2:22][CH2:21][CH2:20]1.C(=O)([O-])[O-].[K+].[K+].O>CN(C)C=O>[CH:19]1([CH2:23][S:1][C:2]2[CH:9]=[C:8]([C:10]3[C:11]([C:15]([F:16])([F:18])[F:17])=[N:12][NH:13][CH:14]=3)[CH:7]=[CH:6][C:3]=2[C:4]#[N:5])[CH2:22][CH2:21][CH2:20]1 |f:2.3.4|. Reported procedure: 0.9 g (3.3 mmol) of 2-mercapto-4-(3-trifluoromethylpyrazolyl)benzonitrile, 0.5 g (3.3 mmol) of cyclobutylmethyl bromide and 0.55 g (4.0 mmol) of potassium carbonate were stirred in 5 ml of N,N-dimethylformamide at room temperature overnight. The resulting reaction mixture was poured into 50 ml of water and the organic matters were extracted with 20 ml of ethyl acetate twice. The ethyl acetate layers were combined, then washed with 30 ml of water twice and dried over anhydrous magnesium sulfate, ... Reactants: BrC=1C=C(C=CC1)C#CC(CCC)(CCC)O (4-((3-bromophenyl)ethynyl)heptan-4-ol), FC(C(=O)NCC#C)(F)F (2,2,2-trifluoro-N-(prop-2-ynyl)acetamide). The product is FC(C(=O)NCC#CC1=CC(=CC=C1)C#CC(CCC)(CCC)O)(F)F (2,2,2-trifluoro-N-(3-(3-(3-hydroxy-3-propylhex-1-ynyl)phenyl)prop-2-ynyl)acetamide). As a reaction SMILES: Br[C:2]1[CH:3]=[C:4]([C:8]#[C:9][C:10]([OH:17])([CH2:14][CH2:15][CH3:16])[CH2:11][CH2:12][CH3:13])[CH:5]=[CH:6][CH:7]=1.[F:18][C:19]([F:27])([F:26])[C:20]([NH:22][CH2:23][C:24]#[CH:25])=[O:21]>>[F:18][C:19]([F:27])([F:26])[C:20]([NH:22][CH2:23][C:24]#[C:25][C:2]1[CH:7]=[CH:6][CH:5]=[C:4]([C:8]#[C:9][C:10]([OH:17])([CH2:14][CH2:15][CH3:16])[CH2:11][CH2:12][CH3:13])[CH:3]=1)=[O:21]. Reported procedure: 4-((3-bromophenyl)ethynyl)heptan-4-ol was coupled with 2,2,2-trifluoro-N-(prop-2-ynyl)acetamide following the procedure described in Example 10 to give 2,2,2-trifluoro-N-(3-(3-(3-hydroxy-3-propylhex-1-ynyl)phenyl)prop-2-ynyl)acetamide as a pale yellow oil. Yield (0.083 g, 6%): 1H NMR (400 MHz, DMSO-d6) δ 10.03 (t, J=5.2 Hz, 1H), 7.40-7.33 (m, 4H), 5.16 (bs, 1H), 4.25 (d, J=5.6 Hz, 2H), 1.61-1.39 (m, 8H), 0.89 (t, J=7.2 Hz, 6H). The reactants are N12CC3[C@@H](C(CC(C1)C3)C2)N ((4s)-1-azatricyclo[3.3.1.13,7]dec-4-ylamine), FC=1C=C(C(=O)O)C=CC1 (3-fluorobenzoic acid), N (NH3). Yields the product N12CC3[C@@H](C(CC(C1)C3)C2)NC(C2=CC(=CC=C2)F)=O (N-[(4s)-1-Azatricyclo[3.3.1.13,7]dec-4-yl]-3-fluorobenzamide). Reaction SMILES: [N:1]12[CH2:10][CH:5]3[CH2:6][CH:7]([CH2:9][CH:3]([C@@H:4]3[NH2:11])[CH2:2]1)[CH2:8]2.[F:12][C:13]1[CH:14]=[C:15]([CH:19]=[CH:20][CH:21]=1)[C:16](O)=[O:17].N>>[N:1]12[CH2:10][CH:5]3[CH2:6][CH:7]([CH2:9][CH:3]([C@@H:4]3[NH:11][C:16](=[O:17])[C:15]3[CH:19]=[CH:20][CH:21]=[C:13]([F:12])[CH:14]=3)[CH2:2]1)[CH2:8]2. Procedure details: Prepared from (4s)-1-azatricyclo[3.3.1.13,7]dec-4-ylamine and 3-fluorobenzoic acid (Aldrich) according to method B; 1H NMR (500 MHz, methanol-d4) δ 1.88-1.98 (m, 3H), 2.03 (s, 1H), 2.26-2.33 (m, 4H), 3.42 (s, 2H), 3.48-3.56 (m, 4H), 4.37 (s, 1H), 7.27-7.32 (m, 1H), 7.44-7.53 (m, 1H), 7.55-7.62 (m, 1H), 7.66 (d, J=8 Hz, 1H); MS (APCI/NH3) m/z 275 (M+H)+.